From a dataset of the Open Reaction Database (ORD), a public repository of structured organic reaction records. describe an organic reaction: reactants, conditions, products, and yield The reactants are N#Cc1ccccc1B(O)O, CC(=O)[O-], CC(=O)[O-], ClCCl, [Cu+2], NC(=O)c1cccc(N2CC(c3cccc(O)c3)CC2=O)c1. Product: N#Cc1ccccc1Oc1cccc(C2CC(=O)N(c3cccc(C(N)=O)c3)C2)c1. Reaction SMILES: [C:23](#[N:24])[c:25]1[c:26]([B:31]([OH:32])[OH:33])[cH:27][cH:28][cH:29][cH:30]1.[C:37]([O-:38])(=[O:39])[CH3:40].[C:42]([O-:43])(=[O:44])[CH3:45].[Cl:34][CH2:35][Cl:36].[Cu+2:41].[OH:1][c:2]1[cH:3][c:4]([CH:8]2[CH2:9][C:10](=[O:22])[N:11]([c:13]3[cH:14][c:15]([C:16](=[O:17])[NH2:18])[cH:19][cH:20][cH:21]3)[CH2:12]2)[cH:5][cH:6][cH:7]1>>[O:1]([c:2]1[cH:3][c:4]([CH:8]2[CH2:9][C:10](=[O:22])[N:11]([c:13]3[cH:14][c:15]([C:16](=[O:17])[NH2:18])[cH:19][cH:20][cH:21]3)[CH2:12]2)[cH:5][cH:6][cH:7]1)[c:26]1[c:25]([C:23]#[N:24])[cH:30][cH:29][cH:28][cH:27]1. Starting materials: C(C1=CC=CC=C1)(=O)N1C(N(C=CC1=O)CCCCCOC(C1=CC=CC=C1)(C1=CC=CC=C1)C1=CC=CC=C1)=O (3-Benzoyl-1-(5-trityloxypentyl)-1H-pyrimidine-2,4-dione). Run in [OH-].[Na+] (NaOH), O1CCOCC1 (Dioxane), [Cl-].[Na+].O (Brine). Run at time 48 hour. The product is C(C1=CC=CC=C1)(C1=CC=CC=C1)(C1=CC=CC=C1)OCCCCCN1C(NC(C=C1)=O)=O (1-[5-(trityloxy)pentyl]-1,2,3,4-tetrahydro-2,4-pyrimidinedione). As a reaction SMILES: C([N:9]1[C:14](=[O:15])[CH:13]=[CH:12][N:11]([CH2:16][CH2:17][CH2:18][CH2:19][CH2:20][O:21][C:22]([C:35]2[CH:40]=[CH:39][CH:38]=[CH:37][CH:36]=2)([C:29]2[CH:34]=[CH:33][CH:32]=[CH:31][CH:30]=2)[C:23]2[CH:28]=[CH:27][CH:26]=[CH:25][CH:24]=2)[C:10]1=[O:41])(=O)C1C=CC=CC=1>[OH-].[Na+].O1CCOCC1.[Cl-].[Na+].O>[C:22]([O:21][CH2:20][CH2:19][CH2:18][CH2:17][CH2:16][N:11]1[CH:12]=[CH:13][C:14](=[O:15])[NH:9][C:10]1=[O:41])([C:23]1[CH:28]=[CH:27][CH:26]=[CH:25][CH:24]=1)([C:29]1[CH:30]=[CH:31][CH:32]=[CH:33][CH:34]=1)[C:35]1[CH:36]=[CH:37][CH:38]=[CH:39][CH:40]=1 |f:1.2,4.5.6|. Procedure details: Compound (15) (231 mg; 0.42 mmol) was stirred for 48 hours at room temperature in a mixture of NaOH 1M and Dioxane 1:1 (8 ml). After 48 hours, Brine (8 ml) was added to the solution, and then extracted with EtOAc (3×8 ml). The organic phase was dried over MgSO4; the solvent was removed in vacuo and the crude residue was purified by flash chromatography using DCM/MeOH 90:10 as eluent. The title compound was obtained as a colourless oil which precipitated after treatment with a mixture of Water/Et... The reactants are N1N=NN=C1NC(=O)C1=CN=C2SC3=C(N2C1=O)C=C(C(=C3)O)N (N-(5-tetrazolyl)-7-amino-8-hydroxy-4-oxo-4H-pyrimido[2,1-b]benzothiazole-3-carboxamide), N1N=NN=C1NC(=O)C1=CN=C2SC3=C(N2C1=O)C=C(C(=C3)C)N (N-(5-tetrazolyl)-7-amino-8-methyl-4-oxo-4H-pyrimido[2,1-b]benzothiazole-3-carboxamide), N1N=NN=C1NC(=O)C1=CN=C2SC3=C(N2C1=O)C=C(C(=C3)OCC)N (N-(5-tetrazolyl)-7-amino-8-ethoxy-4-oxo-4H-pyrimido[2,1-b]benzothiazole-3-carboxamide), N1N=NN=C1NC(=O)C1=CN=C2SC3=C(N2C1=O)C=C(C(=C3)F)N (N-(5-tetrazolyl)-7-amino-8-fluoro-4-oxo-4H-pyrimido[2,1-b]benzothiazole-3-carboxamide), N1N=NN=C1NC(=O)C1=CN=C2SC3=C(N2C1=O)C=C(C(=C3)CCC)N (N-(5-tetrazolyl)-7-amino-8-n-propyl-4-oxo-4H-pyrimido[2,1-b]benzothiazole-3-carboxamide), N1N=NN=C1NC(=O)C1=CN=C2SC3=C(N2C1=O)C=C(C(=C3)OC)N (N-(5-tetrazolyl)-7-amino-8-methoxy-4-oxo-4H-pyrimido[2,1-b]benzothiazole-3-carboxamide), N1N=NN=C1NC(=O)C1=CN=C2SC3=C(N2C1=O)C=C(C(=C3)Cl)N (N-(5-tetrazolyl)-7-amino-8-chloro-4-oxo-4H-pyrimido[2,1-b]benzothiazole-3-carboxamide). Yields the product N1N=NN=C1NC(=O)C1=CN=C2SC3=C(N2C1=O)C=C(C(=C3)SC)N (N-(5-tetrazolyl)-7-amino-8-methylthio-4-oxo-4H-pyrimido[2,1-b]benzothiazole-3-carboxamide). Reaction SMILES: [NH:1]1[C:5]([NH:6][C:7]([C:9]2[C:17](=[O:18])[N:16]3[C:12]([S:13][C:14]4[CH:22]=[C:21](C)[C:20]([NH2:24])=[CH:19][C:15]=43)=[N:11][CH:10]=2)=[O:8])=[N:4][N:3]=[N:2]1.N1C(NC(C2C(=O)N3[C:36]([S:37]C4C=C(CCC)C(N)=CC=43)=NC=2)=O)=NN=N1.N1C(NC(C2C(=O)N3C(SC4C=C(OC)C(N)=CC=43)=NC=2)=O)=NN=N1.N1C(NC(C2C(=O)N3C(SC4C=C(OCC)C(N)=CC=43)=NC=2)=O)=NN=N1.N1C(NC(C2C(=O)N3C(SC4C=C(O)C(N)=CC=43)=NC=2)=O)=NN=N1.N1C(NC(C2C(=O)N3C(SC4C=C(Cl)C(N)=CC=43)=NC=2)=O)=NN=N1.N1C(NC(C2C(=O)N3C(SC4C=C(F)C(N)=CC=43)=NC=2)=O)=NN=N1>>[NH:4]1[C:5]([NH:6][C:7]([C:9]2[C:17](=[O:18])[N:16]3[C:12]([S:13][C:14]4[CH:22]=[C:21]([S:37][CH3:36])[C:20]([NH2:24])=[CH:19][C:15]=43)=[N:11][CH:10]=2)=[O:8])=[N:1][N:2]=[N:3]1. Procedure: N-(5-tetrazolyl)-7-amino-8-methyl-4-oxo-4H-pyrimido[2,1-b]benzothiazole-3-carboxamide; N-(5-tetrazolyl)-7-amino-8-n-propyl-4-oxo-4H-pyrimido[2,1-b]benzothiazole-3-carboxamide; N-(5-tetrazolyl)-7-amino-8-methoxy-4-oxo-4H-pyrimido[2,1-b]benzothiazole-3-carboxamide; N-(5-tetrazolyl)-7-amino-8-ethoxy-4-oxo-4H-pyrimido[2,1-b]benzothiazole-3-carboxamide; N-(5-tetrazolyl)-7-amino-8-hydroxy-4-oxo-4H-pyrimido[2,1-b]benzothiazole-3-carboxamide; N-(5-tetrazolyl)-7-amino-8-chloro-4-oxo-4H-pyrimido[2,1-b]ben...